Dataset: the Open Reaction Database (ORD), a public repository of structured organic reaction records. Task: describe an organic reaction: reactants, conditions, products, and yield Reactants: [Br-], [Br-], COC(=O)C(Cc1ccncc1)(Cc1ccncc1)C(=O)NC12CC3CC(CC(C3)C1)C2, C[Mg+], CCOCC. Product: CC(=O)C(Cc1ccncc1)(Cc1ccncc1)C(=O)NC12CC3CC(CC(C3)C1)C2. Reaction SMILES: [Br-:33].[Br-:34].[CH3:1][O:2][C:3]([C:4]([C:5](=[O:6])[NH:7][C:8]12[CH2:9][CH:10]3[CH2:11][CH:12]([CH2:13][CH:14]([CH2:15]1)[CH2:16]3)[CH2:17]2)([CH2:18][c:19]1[cH:20][cH:21][n:22][cH:23][cH:24]1)[CH2:25][c:26]1[cH:27][cH:28][n:29][cH:30][cH:31]1)=[O:32].[CH3:35][Mg+:36].[CH3:37][CH2:38][O:39][CH2:40][CH3:41]>>[O:2]=[C:3]([C:4]([C:5](=[O:6])[NH:7][C:8]12[CH2:9][CH:10]3[CH2:11][CH:12]([CH2:13][CH:14]([CH2:15]1)[CH2:16]3)[CH2:17]2)([CH2:18][c:19]1[cH:20][cH:21][n:22][cH:23][cH:24]1)[CH2:25][c:26]1[cH:27][cH:28][n:29][cH:30][cH:31]1)[CH3:35]. The reactants are N1=CC=C(C=C1)C (4-picoline), hexanes, BrCCC1=CC=CC=C1 ((2-bromoethyl)benzene), solution, C(CCC)[Li] (n-butyllithium). Solvent: C1CCOC1 (THF), C1CCOC1 (THF). Reaction conditions: time 1 hour. Yields the product C1(=CC=CC=C1)CCCC1=CC=NC=C1 (4-(3-Phenylpropyl)pyridine). Reaction SMILES: [N:1]1[CH:6]=[CH:5][C:4]([CH3:7])=[CH:3][CH:2]=1.C([Li])CCC.Br[CH2:14][CH2:15][C:16]1[CH:21]=[CH:20][CH:19]=[CH:18][CH:17]=1>C1COCC1>[C:16]1([CH2:15][CH2:14][CH2:7][C:4]2[CH:5]=[CH:6][N:1]=[CH:2][CH:3]=2)[CH:21]=[CH:20][CH:19]=[CH:18][CH:17]=1. Reported procedure: To a solution of 2.32 g (25.0 mmol) of 4-picoline in 40 mL of THF at −78° C. was slowly added 17.5 mL of a 1.6 M solution of n-butyllithium in hexanes (28.0 mmol). The reaction mixture was allowed to warm to rt and stirred for 1 h at rt. This reaction mixture was added via cannula to a solution of 6.8 mL (50.0 mmol) of (2-bromoethyl)benzene in 30 mL of THF at −50° C. The mixture was warmed to rt, quenched by the addition of 50 mL of H2O and extracted with ether. The combined organic fractions we... Starting materials: CC(C)(C)OC(=O)N1CCOCC1COC(=O)N1CCN(c2ccc(F)cc2)CC1, ClCCl, O=C(O)C(F)(F)F. Product: O=C(OCC1COCCN1)N1CCN(c2ccc(F)cc2)CC1. As a reaction SMILES: [C:1]([O:2][C:3](=[O:4])[N:8]1[CH:9]([CH2:14][O:15][C:16](=[O:17])[N:18]2[CH2:19][CH2:20][N:21]([c:24]3[cH:25][cH:26][c:27]([F:30])[cH:28][cH:29]3)[CH2:22][CH2:23]2)[CH2:10][O:11][CH2:12][CH2:13]1)([CH3:5])([CH3:6])[CH3:7].[Cl:38][CH2:39][Cl:40].[F:31][C:32]([F:33])([F:34])[C:35]([OH:36])=[O:37]>>[NH:8]1[CH:9]([CH2:14][O:15][C:16](=[O:17])[N:18]2[CH2:19][CH2:20][N:21]([c:24]3[cH:25][cH:26][c:27]([F:30])[cH:28][cH:29]3)[CH2:22][CH2:23]2)[CH2:10][O:11][CH2:12][CH2:13]1. The reactants are FCC1(CC1)C=1C=C(N(N1)C1=CC=C(C=C1)C)N (5-(1-fluoromethyl-cyclopropyl)-2-p-tolyl-2H-pyrazol-3-ylamine), NC1=CN=C(C2=CC=CC=C12)OC1CCN(CC1)C(=O)C1(CC1)C ([4-(4-Amino-isoquinolin-1-yloxy)-piperidin-1-yl]-(1-methyl-cyclopropyl)-methanone), C(=O)(N1C=NC=C1)N1C=NC=C1 (1,1′-carbonyldiimidazole). Solvent: C(Cl)Cl (DCM), C(Cl)Cl (DCM), C(Cl)Cl (DCM). Reaction conditions: temperature 40 celsius, time 7 hour. Yields the product FCC1(CC1)C=1C=C(N(N1)C1=CC=C(C=C1)C)NC(=O)NC1=CN=C(C2=CC=CC=C12)OC1CCN(CC1)C(=O)C1(CC1)C (1-[5-(1-fluoromethyl-cyclopropyl)-2-p-tolyl-2H-pyrazol-3-yl]-3-{1-[1-(1-methyl-cyclopropanecarbonyl)-piperidin-4-yloxy]-isoquinolin-4-yl}-urea). Isolated yield 4.9%. Reaction SMILES: [F:1][CH2:2][C:3]1([C:6]2[CH:7]=[C:8]([NH2:18])[N:9]([C:11]3[CH:16]=[CH:15][C:14]([CH3:17])=[CH:13][CH:12]=3)[N:10]=2)[CH2:5][CH2:4]1.[C:19](N1C=CN=C1)(N1C=CN=C1)=[O:20].[NH2:31][C:32]1[C:41]2[C:36](=[CH:37][CH:38]=[CH:39][CH:40]=2)[C:35]([O:42][CH:43]2[CH2:48][CH2:47][N:46]([C:49]([C:51]3([CH3:54])[CH2:53][CH2:52]3)=[O:50])[CH2:45][CH2:44]2)=[N:34][CH:33]=1>C(Cl)Cl>[F:1][CH2:2][C:3]1([C:6]2[CH:7]=[C:8]([NH:18][C:19]([NH:31][C:32]3[C:41]4[C:36](=[CH:37][CH:38]=[CH:39][CH:40]=4)[C:35]([O:42][CH:43]4[CH2:48][CH2:47][N:46]([C:49]([C:51]5([CH3:54])[CH2:53][CH2:52]5)=[O:50])[CH2:45][CH2:44]4)=[N:34][CH:33]=3)=[O:20])[N:9]([C:11]3[CH:12]=[CH:13][C:14]([CH3:17])=[CH:15][CH:16]=3)[N:10]=2)[CH2:4][CH2:5]1. Procedure: Add 5-(1-fluoromethyl-cyclopropyl)-2-p-tolyl-2H-pyrazol-3-ylamine (160.00 mg; 652.26 μmoles) dissolved in 1 L of DCM slowly to a solution of 1,1′-carbonyldiimidazole (158.65 mg, 978.39 μmoles) in DCM. Stir mixture at 40° C. for 7 hours. Then add a solution of [4-(4-Amino-isoquinolin-1-yloxy)-piperidin-1-yl]-(1-methyl-cyclopropyl)-methanone (Preparation 23, 212.25 mg, 652.26 μmoles, 1.00 equiv) in 1 mL of DCM. Stir mixture overnight. Evaporate solvent under N2. Purify first by HLB cartridge (6 g)...